From a dataset of the Open Reaction Database (ORD), a public repository of structured organic reaction records. describe an organic reaction: reactants, conditions, products, and yield The reactants are COC(=O)CCCC=CCBr, CCOC(=O)C(NC(C)=O)C(=O)OCC. The product is CCOC(=O)C(CC=CCCCC(=O)OC)(NC(C)=O)C(=O)OCC. RXN SMILES: [Br:1][CH2:2][CH:3]=[CH:4][CH2:5][CH2:6][CH2:7][C:8](=[O:9])[O:10][CH3:11].[C:12]([CH3:13])(=[O:14])[NH:15][CH:16]([C:17](=[O:18])[O:19][CH2:20][CH3:21])[C:22](=[O:23])[O:24][CH2:25][CH3:26]>>[CH2:2]([CH:3]=[CH:4][CH2:5][CH2:6][CH2:7][C:8](=[O:9])[O:10][CH3:11])[C:16]([NH:15][C:12]([CH3:13])=[O:14])([C:17](=[O:18])[O:19][CH2:20][CH3:21])[C:22](=[O:23])[O:24][CH2:25][CH3:26]. Starting materials: C(C)OC(=O)C1=CC=C(C=C1)C1=NC(=CC=C1)C#N (2-(p-Ethoxycarbonylphenyl)-6-cyanopyridine), Cl (hydrochloride), [H][H] (hydrogen). The reagents and catalysts are [Pd] (palladium on charcoal). Run in CO (methanol). Yields the product NCC1=CC=CC(=N1)C1=CC=C(C=C1)C(=O)OCC (6-aminomethyl-2-(p-ethoxycarbonylphenyl)pyridine). As a reaction SMILES: [CH2:1]([O:3][C:4]([C:6]1[CH:11]=[CH:10][C:9]([C:12]2[CH:17]=[CH:16][CH:15]=[C:14]([C:18]#[N:19])[N:13]=2)=[CH:8][CH:7]=1)=[O:5])[CH3:2].Cl.[H][H]>CO.[Pd]>[NH2:19][CH2:18][C:14]1[N:13]=[C:12]([C:9]2[CH:10]=[CH:11][C:6]([C:4]([O:3][CH2:1][CH3:2])=[O:5])=[CH:7][CH:8]=2)[CH:17]=[CH:16][CH:15]=1. Procedure: 2-(p-Ethoxycarbonylphenyl)-6-cyanopyridine (16.23 g) is hydrogenated at atmospheric pressure in 254 ml of methanol with 12.9 ml of concentrated hydrochloride acid and 2.63 g of 10% palladium on charcoal until 2 molar equivalents of hydrogen have been consumed. Sodium methoxide (6.9 g) is added and the catalyst is filtered off. The solvent is evaporated. The residue is redissolved in 20 ml of methylene chloride and the salts are removed by filtration. Evaporation of the solvent yields a solid whi... The solvent is C1CCOC1 (THF), CCO (EtOH). Reaction SMILES: C[O:2][C:3]([C:5]1[S:6][C:7]([C:26]#[C:27][C:28]([CH3:31])([CH3:30])[CH3:29])=[CH:8][C:9]=1[N:10]1[CH:15]([CH:16]2[CH2:21][CH2:20][CH2:19][CH2:18][CH2:17]2)[CH2:14][CH2:13][C@@H:12]([CH2:22][CH:23]=[CH2:24])[C:11]1=[O:25])=[O:4].B1C2CCCC1CCC2.[OH-:41].[Na+].OO>C1COCC1.CCO>[CH:16]1([CH:15]2[N:10]([C:9]3[CH:8]=[C:7]([C:26]#[C:27][C:28]([CH3:30])([CH3:31])[CH3:29])[S:6][C:5]=3[C:3]([OH:2])=[O:4])[C:11](=[O:25])[C@H:12]([CH2:22][CH2:23][CH2:24][OH:41])[CH2:13][CH2:14]2)[CH2:17][CH2:18][CH2:19][CH2:20][CH2:21]1 |f:2.3|. Reaction conditions: time 2 hour. Yield: 33.0%. Starting materials: COC(=O)C=1SC(=CC1N1C([C@@H](CCC1C1CCCCC1)CC=C)=O)C#CC(C)(C)C (3-((S)-3-allyl-6-cyclohexyl-2-oxo-piperidin-1-yl)-5-(3,3-dimethyl-but-1-ynyl)-thiophene-2-carboxylic acid methyl ester), B1C2CCCC1CCC2 (9-BBN), [OH-].[Na+] (NaOH), OO (H2O2). Procedure: To a solution of 3-((S)-3-allyl-6-cyclohexyl-2-oxo-piperidin-1-yl)-5-(3,3-dimethyl-but-1-ynyl)-thiophene-2-carboxylic acid methyl ester (less polar diastereomer from previous step) (60 mg, 0.14 mmol, 1.0 equiv) in anhydrous THF (2.0 ml) was added 9-BBN (0.5 M in THF, 0.68 ml, 0.34 mmol, 2.5 equiv) at 0° C. and the resulting solution was stirred at room temperature for 2 hours. The solution was then cooled at 0° C. and to the solution was added EtOH, 1.0 M aq. NaOH solution and aqueous H2O2 solut... Yields the product C1(CCCCC1)C1CC[C@H](C(N1C1=C(SC(=C1)C#CC(C)(C)C)C(=O)O)=O)CCCO (3-((S)-6-cyclohexyl-3-(3-hydroxy-propyl)-2-oxo-piperidin-1-yl)-5-(3,3-dimethyl-but-1-ynyl)-thiophene-2-carboxylic acid). The solvent is ClCCl (dichloromethane). Yields the product ClC1=CC=C(CN2CCN(CC2)CCCOC2=CC3=C(C(C4=C(N=NN4)O3)=O)C=C2)C=C1 (6-{3-[4-(4-Chlorobenzyl)-1-piperazinyl]-propoxy}-9-oxo 1H,9H-benzopyrano[2,3-d]-1,2,3-triazole). Reported procedure: The carboxylic acid from example 3 (150 mg, 0.25 mmole), was converted to its acid chloride using the same procedure as described. The acid chloride was suspended in dry dichloromethane, (10 ml), and the mixture stirred at -20° C. Aluminium chloride, (127 mg, 0.95 mmole), was added portionwise to the mixture and stirring continued for 2 hours at -20° C. The reaction was warmed to 0° C. over 1 hour, then stirred for 2 hours at 0° C., then quenched with dilute hydrochloric acid, (20 ml). After sta... Reaction conditions: temperature -20 celsius, time 2 hour. Isolated yield 17.6%. RXN SMILES: [Cl:1][C:2]1[CH:42]=[CH:41][C:5]([CH2:6][N:7]2[CH2:12][CH2:11][N:10]([CH2:13][CH2:14][CH2:15][O:16][C:17]3[CH:18]=[C:19]([CH:38]=[CH:39][CH:40]=3)[O:20][C:21]3[N:25](CC4C=CC(OC)=CC=4)[N:24]=[N:23][C:22]=3[C:35](O)=[O:36])[CH2:9][CH2:8]2)=[CH:4][CH:3]=1.[Cl-].[Al+3].[Cl-].[Cl-]>ClCCl>[Cl:1][C:2]1[CH:3]=[CH:4][C:5]([CH2:6][N:7]2[CH2:8][CH2:9][N:10]([CH2:13][CH2:14][CH2:15][O:16][C:17]3[CH:40]=[CH:39][C:38]4[C:35](=[O:36])[C:22]5[NH:23][N:24]=[N:25][C:21]=5[O:20][C:19]=4[CH:18]=3)[CH2:11][CH2:12]2)=[CH:41][CH:42]=1 |f:1.2.3.4|. The reactants are ClC1=CC=C(CN2CCN(CC2)CCCOC=2C=C(OC3=C(N=NN3CC3=CC=C(C=C3)OC)C(=O)O)C=CC2)C=C1 (5-{3-{3-[4-(4-Chlorobenzyl)-1-piperazinyl]propoxy}phenoxy}-1-(4-methoxybenzyl)-1,2,3-triazole-4-carboxylic acid), [Cl-].[Al+3].[Cl-].[Cl-] (Aluminium chloride), acid chloride, acid chloride.